Dataset: the Open Reaction Database (ORD), a public repository of structured organic reaction records. Task: describe an organic reaction: reactants, conditions, products, and yield The reactants are COC1=CC=C(C=C1)[C@H]1C[C@@H](N(C[C@@H]1OCC=1C=CC2=C(N(CCO2)CCCOC)C1)S(=O)(=O)C1=CC=C(C=C1)C)C[C@H](C(C)C)OS(=O)(=O)C (methanesulfonic acid (R)-1-[(2R,4R,5R)-4-(4-methoxy-phenyl)-5-[4-(3-methoxy-propyl)-3,4-dihydro-2H-benzo[1,4]oxazin-6-ylmethoxy]-1-(toluene-4-sulfonyl)-piperidin-2-ylmethyl]-2-methyl-propyl ester), C(C)#N (acetonitrile). Reagents/catalysts: [C-]#N.C(CCC)[N+](CCCC)(CCCC)CCCC (tetrabutylammonium cyanide). The product is COC1=CC=C(C=C1)[C@H]1C[C@@H](N(C[C@@H]1OCC=1C=CC2=C(N(CCO2)CCCOC)C1)S(=O)(=O)C1=CC=C(C=C1)C)C[C@H](C#N)C(C)C ((S)-2-[(2S,4R,5R)-4-(4-Methoxy-phenyl)-5-[4-(3-methoxy-propyl)-3,4-dihydro-2H-benzo[1,4]oxazin-6-ylmethoxy]-1-(toluene-4-sulfonyl)-piperidin-2-ylmethyl]-3-methyl-butyronitrile). RXN SMILES: [CH3:1][O:2][C:3]1[CH:8]=[CH:7][C:6]([C@@H:9]2[C@@H:14]([O:15][CH2:16][C:17]3[CH:18]=[CH:19][C:20]4[O:25][CH2:24][CH2:23][N:22]([CH2:26][CH2:27][CH2:28][O:29][CH3:30])[C:21]=4[CH:31]=3)[CH2:13][N:12]([S:32]([C:35]3[CH:40]=[CH:39][C:38]([CH3:41])=[CH:37][CH:36]=3)(=[O:34])=[O:33])[C@@H:11]([CH2:42][C@@H:43](OS(C)(=O)=O)[CH:44]([CH3:46])[CH3:45])[CH2:10]2)=[CH:5][CH:4]=1.[C:52](#[N:54])C>[C-]#N.C([N+](CCCC)(CCCC)CCCC)CCC>[CH3:1][O:2][C:3]1[CH:4]=[CH:5][C:6]([C@@H:9]2[C@@H:14]([O:15][CH2:16][C:17]3[CH:18]=[CH:19][C:20]4[O:25][CH2:24][CH2:23][N:22]([CH2:26][CH2:27][CH2:28][O:29][CH3:30])[C:21]=4[CH:31]=3)[CH2:13][N:12]([S:32]([C:35]3[CH:36]=[CH:37][C:38]([CH3:41])=[CH:39][CH:40]=3)(=[O:33])=[O:34])[C@@H:11]([CH2:42][C@@H:43]([CH:44]([CH3:46])[CH3:45])[C:52]#[N:54])[CH2:10]2)=[CH:7][CH:8]=1 |f:2.3|. Procedure: Similar to example 19c, 370 mg of methanesulfonic acid (R)-1-[(2R,4R,5R)-4-(4-methoxy-phenyl)-5-[4-(3-methoxy-propyl)-3,4-dihydro-2H-benzo[1,4]oxazin-6-ylmethoxy]-1-(toluene-4-sulfonyl)-piperidin-2-ylmethyl]-2-methyl-propyl ester in the presence of 275 mg of tetrabutylammonium cyanide in acetonitrile are used to afford the title compound as a yellow oil. Rf=0.30 (EtOAc-heptane 1:1); Rt=5.38. As a reaction SMILES: [C:18](=[O:19])([O-:20])[O-:21].[CH3:12][c:13]1[n:14][cH:15][nH:16][cH:17]1.[Cl:24][CH2:25][Cl:26].[F:1][c:2]1[c:3]([N+:9](=[O:10])[O-:11])[cH:4][cH:5][c:6]([F:8])[cH:7]1.[K+:22].[K+:23]>>[c:2]1(-[n:16]2[cH:15][n:14][c:13]([CH3:12])[cH:17]2)[c:3]([N+:9](=[O:10])[O-:11])[cH:4][cH:5][c:6]([F:8])[cH:7]1. Yields the product Cc1cn(-c2cc(F)ccc2[N+](=O)[O-])cn1. The reactants are O=C([O-])[O-], Cc1c[nH]cn1, ClCCl, O=[N+]([O-])c1ccc(F)cc1F, [K+], [K+]. Solvent: O1CCCC1 (tetrahydrofuran), O1CCCC1 (tetrahydrofuran). As a reaction SMILES: [CH:1]1([C:4]([N:6]2[C:12]3[CH:13]=[CH:14][CH:15]=[CH:16][C:11]=3[NH:10][C:9](=O)[C:8]3=[CH:18][S:19][CH:20]=[C:7]23)=[O:5])[CH2:3][CH2:2]1.B.[ClH:22].C(O)C>O1CCCC1>[ClH:22].[CH:1]1([C:4]([N:6]2[C:12]3[CH:13]=[CH:14][CH:15]=[CH:16][C:11]=3[NH:10][CH2:9][C:8]3=[CH:18][S:19][CH:20]=[C:7]23)=[O:5])[CH2:2][CH2:3]1 |f:5.6|. Procedure details: To 5.69 g. of 4-cyclopropylcarbonyl-4,9-dihydro-10H-thieno[3,4-b][1,5]benzodiazepin-10-one in 100 ml. of tetrahydrofuran is added 120 ml. of 1 M borane in tetrahydrofuran under argon, with stirring in an ice bath. The mixture is refluxed for 18 hours, then chilled and 60 ml. of 6 N hydrochloric acid is cautiously added. Most of the solvent is evaporated and 100 ml. of 5 N sodium hydroxide is added. The mixture is extracted with methylene chloride, dried over magnesium sulfate and evaporated givi... Reactants: C1(CC1)C(=O)N1C=2C(C(NC3=C1C=CC=C3)=O)=CSC2 (4-cyclopropylcarbonyl-4,9-dihydro-10H-thieno[3,4-b][1,5]benzodiazepin-10-one), B (borane), Cl (hydrochloric acid), C(C)O (ethanol), Cl (hydrochloric acid), C(C)O (Ethanol). Yields the product Cl.C1(CC1)C(=O)N1C=2C(CNC3=C1C=CC=C3)=CSC2 (4-Cyclopropylcarbonyl-9,10-dihydro-4H-thieno[3,4-b][1,5]benzodiazepine hydrochloride). Reactants: [BH3-]C#N.[Na+] (NaCNBH3), C1(CC1)CN(C1=C(C=C2C(=N1)N(C(=N2)C)C)C=O)CC2CC2 (5-(bis-cyclopropylmethyl-amino)-2,3-dimethyl-3H-imidazo[4,5-b]pyridine-6-carbaldehyde), FC(C=1C=C(CN)C=C(C1)C(F)(F)F)(F)F (3,5-bis-trifluoromethyl-benzylamine), C(C)(=O)O (acetic acid). The solvent is CO (methanol). Conditions: time 15 minute. The product is CC1=NC=C(N1C)NC(C)=O (N-(2,3-dimethyl-3H-imidazol-4-yl)-acetamide). As a reaction SMILES: C1(CN(CC2CC2)[C:6]2[N:11]=[C:10]3[N:12]([CH3:16])[C:13]([CH3:15])=[N:14][C:9]3=C[C:7]=2C=O)CC1.FC(F)(F)C1C=C(C=C(C(F)(F)F)C=1)CN.C(O)(=[O:41])C.[BH3-]C#N.[Na+]>CO>[CH3:15][C:13]1[N:12]([CH3:16])[C:10]([NH:11][C:6](=[O:41])[CH3:7])=[CH:9][N:14]=1 |f:3.4|. Procedure details: To a mixture of 5-(bis-cyclopropylmethyl-amino)-2,3-dimethyl-3H-imidazo[4,5-b]pyridine-6-carbaldehyde (0.220 g, 0.73 mmol.) and 3,5-bis-trifluoromethyl-benzylamine (215 mg, 0.87 mmol) in methanol (8 mL) was added acetic acid (0.042 mL, 0.073 mol) at 0° C. and the resulting reaction mixture was stirred for 15 min at the same temperature. NaCNBH3 (0.069 g, 0.011 mmol.) was added and the mixture was stirred at room temperature for 45 min. Methanol was removed under reduced pressure and the crude wa... Reactants: CCOC(=O)C1CCc2c(Cc3ccccc3)cccc21, CC(=O)O, O=[Cr](=O)(O)O. Yields the product CCOC(=O)C1CCc2c(C(=O)c3ccccc3)cccc21. Reaction SMILES: [CH2:1]([c:2]1[cH:3][cH:4][cH:5][cH:6][cH:7]1)[c:8]1[c:9]2[c:13]([cH:14][cH:15][cH:16]1)[CH:12]([C:17](=[O:18])[O:19][CH2:20][CH3:21])[CH2:11][CH2:10]2.[CH3:27][C:28](=[O:29])[OH:30].[Cr:22](=[O:23])([OH:24])([OH:25])=[O:26]>>[C:1]([c:2]1[cH:3][cH:4][cH:5][cH:6][cH:7]1)([c:8]1[c:9]2[c:13]([cH:14][cH:15][cH:16]1)[CH:12]([C:17](=[O:18])[O:19][CH2:20][CH3:21])[CH2:11][CH2:10]2)=[O:23]. Reactants: C(C)(C)C(C#N)C1=CC=C(C=C1)SC(F)(F)F (α-Isopropyl-4-trifluoromethylthiophenylacetonitrile), C(CO)O (ethylene glycol), [OH-].[Na+] (sodium hydroxide), ice water. The product is C(C)(C)C(C(=O)O)C1=CC=C(C=C1)SC(F)(F)F (α-Isopropyl-4-trifluoromethylthiophenylacetic acid). Reaction SMILES: [CH:1]([CH:4]([C:7]1[CH:12]=[CH:11][C:10]([S:13][C:14]([F:17])([F:16])[F:15])=[CH:9][CH:8]=1)[C:5]#N)([CH3:3])[CH3:2].[OH-:18].[Na+].C(O)C[OH:22]>>[CH:1]([CH:4]([C:7]1[CH:12]=[CH:11][C:10]([S:13][C:14]([F:17])([F:16])[F:15])=[CH:9][CH:8]=1)[C:5]([OH:22])=[O:18])([CH3:3])[CH3:2] |f:1.2|. Reported procedure: α-Isopropyl-4-trifluoromethylthiophenylacetonitrile (6.9 g real, 0.0265 mol) and 50% sodium hydroxide (25 g, 0.312 mol) are combined in 53 ml of ethylene glycol and heated at gentle reflux for 18 hours. The reaction is poured into ice water and extracted with ether. The aqueous phase is acidified with concentrated HCl, then re-extracted with ether which is washed with water and dried over sodium sulfate. Evaporation in vacuo gives 2.05 g of an oil product. Starting materials: CCCCc1ncc(C=C(Cc2ccccc2)C(=O)O)n1Cc1ccccc1Cl, [NH4+], [OH-], O=S(Cl)Cl. The product is CCCCc1ncc(C=C(Cc2ccccc2)C(N)=O)n1Cc1ccccc1Cl. Reaction SMILES: [CH2:1]([CH2:2][CH2:3][CH3:4])[c:5]1[n:6]([CH2:22][c:23]2[c:24]([Cl:29])[cH:25][cH:26][cH:27][cH:28]2)[c:7]([CH:10]=[C:11]([C:12](=[O:13])[OH:14])[CH2:15][c:16]2[cH:17][cH:18][cH:19][cH:20][cH:21]2)[cH:8][n:9]1.[NH4+:34].[OH-:35].[S:30]([Cl:31])([Cl:32])=[O:33]>>[CH2:1]([CH2:2][CH2:3][CH3:4])[c:5]1[n:6]([CH2:22][c:23]2[c:24]([Cl:29])[cH:25][cH:26][cH:27][cH:28]2)[c:7]([CH:10]=[C:11]([C:12](=[O:13])[NH2:34])[CH2:15][c:16]2[cH:17][cH:18][cH:19][cH:20][cH:21]2)[cH:8][n:9]1. Starting materials: S1N=CC2=C1C=CC(=C2)C(=O)OC (methyl benzo[d]isothiazole-5-carboxylate), [OH-].[Na+] (sodium hydroxide). The solvent is CO (methanol). Run at time 18 hour. Product: S1N=CC2=C1C=CC(=C2)C(=O)O (benzo[d]isothiazole-5-carboxylic acid). Isolated yield 84.8%. RXN SMILES: [S:1]1[C:5]2[CH:6]=[CH:7][C:8]([C:10]([O:12]C)=[O:11])=[CH:9][C:4]=2[CH:3]=[N:2]1.[OH-].[Na+]>CO>[S:1]1[C:5]2[CH:6]=[CH:7][C:8]([C:10]([OH:12])=[O:11])=[CH:9][C:4]=2[CH:3]=[N:2]1 |f:1.2|. Reported procedure: 61 mg of methyl benzo[d]isothiazole-5-carboxylate was dissolved in 1.26 mL methanol and treated with 1.26 mL 10% aqueous sodium hydroxide. The mixture was stirred 18 h at room temperature. The reaction mixture was concentrated, and then diluted with water. Acidified to pH ˜3 and collected the precipitate by filtration. The filtercake was washed with water. The solid was then dried under high vacuum to yield 48 mg of benzo[d]isothiazole-5-carboxylic acid as a white solid. 1H NMR (400 MHz, DMSO-d6... Starting materials: NC1=C(C=NN1C(CCCC1=CC=CC=C1)C(C)O)C(=O)N (5-amino-1-[1-(1-hydroxy-ethyl)-4-phenyl-butyl]-1H-pyrazole-4-carboxamide), ClC1=CC=C(C=C1)CC(=O)Cl (4-chlorophenylacetyl chloride). The product is ClC1=CC=C(CC=2NC(C3=C(N2)N(N=C3)C(CCCC3=CC=CC=C3)C(C)O)=O)C=C1 (6-(4-chloro-benzyl)-1-[1-(1-hydroxy-ethyl)-4-phenyl-butyl]-1,5-dihydro-pyrazolo-[3,4-d]pyrimidin-4-one). RXN SMILES: [NH2:1][C:2]1[N:6]([CH:7]([CH:17]([OH:19])[CH3:18])[CH2:8][CH2:9][CH2:10][C:11]2[CH:16]=[CH:15][CH:14]=[CH:13][CH:12]=2)[N:5]=[CH:4][C:3]=1[C:20]([NH2:22])=[O:21].[Cl:23][C:24]1[CH:29]=[CH:28][C:27]([CH2:30][C:31](Cl)=O)=[CH:26][CH:25]=1>>[Cl:23][C:24]1[CH:29]=[CH:28][C:27]([CH2:30][C:31]2[NH:22][C:20](=[O:21])[C:3]3[CH:4]=[N:5][N:6]([CH:7]([CH:17]([OH:19])[CH3:18])[CH2:8][CH2:9][CH2:10][C:11]4[CH:12]=[CH:13][CH:14]=[CH:15][CH:16]=4)[C:2]=3[N:1]=2)=[CH:26][CH:25]=1. Procedure details: Starting from 400 mg (1.32 mmol) of 5-amino-1-[1-(1-hydroxy-ethyl)-4-phenyl-butyl]-1H-pyrazole-4-carboxamide and 626 mg (3.77 mmol) of 4-chlorophenylacetyl chloride, the title compounds are prepared analogously to the protocol of Example 13. This gives 150 mg (26%) of the diastereomer which elutes more rapidly, M.p.: 125° C., and 90 mg (16%) of the diastereomer which elutes more slowly, M.p.: 101° C. The reactants are O=C(O)c1cc2cc(F)ccc2n1Cc1cccc(F)c1, Nc1cnc2cc[nH]c2c1. RXN SMILES: [F:1][c:2]1[cH:3][c:4]2[cH:5][c:6]([C:19](=[O:20])[OH:21])[n:7]([CH2:11][c:12]3[cH:13][c:14]([F:18])[cH:15][cH:16][cH:17]3)[c:8]2[cH:9][cH:10]1.[NH2:22][c:23]1[cH:24][c:25]2[c:26]([n:27][cH:28]1)[cH:29][cH:30][nH:31]2>>[F:1][c:2]1[cH:3][c:4]2[cH:5][c:6]([C:19](=[O:21])[NH:22][c:23]3[cH:24][c:25]4[c:26]([n:27][cH:28]3)[cH:29][cH:30][nH:31]4)[n:7]([CH2:11][c:12]3[cH:13][c:14]([F:18])[cH:15][cH:16][cH:17]3)[c:8]2[cH:9][cH:10]1. Product: O=C(Nc1cnc2cc[nH]c2c1)c1cc2cc(F)ccc2n1Cc1cccc(F)c1.